This data is from the Open Reaction Database (ORD), a public repository of structured organic reaction records. The task is: describe an organic reaction: reactants, conditions, products, and yield Starting materials: C(C)(=O)OCC (ethyl acetate), C(C)C=1N(C2=CC=CC(=C2C1C(C(=O)N)O)OC)CC1=CC=CC=C1 (2-ethyl-4-methoxy-alpha-hydroxy-1-(phenylmethyl)-1H-indole-3-acetamide), C(C)[SiH](CC)CC (triethylsilane). The solvent is FC(C(=O)O)(F)F (trifluoroacetic acid). Yields the product C(C)C=1N(C2=CC=CC(=C2C1CC(=O)N)OC)CC1=CC=CC=C1 (2-ethyl-4-methoxy-1-(phenylmethyl)-1H-indole-3-acetamide). The yield is 62.2%. As a reaction SMILES: [CH2:1]([C:3]1[N:4]([CH2:19][C:20]2[CH:25]=[CH:24][CH:23]=[CH:22][CH:21]=2)[C:5]2[C:10]([C:11]=1[CH:12](O)[C:13]([NH2:15])=[O:14])=[C:9]([O:17][CH3:18])[CH:8]=[CH:7][CH:6]=2)[CH3:2].C([SiH](CC)CC)C.C(OCC)(=O)C>FC(F)(F)C(O)=O>[CH2:1]([C:3]1[N:4]([CH2:19][C:20]2[CH:25]=[CH:24][CH:23]=[CH:22][CH:21]=2)[C:5]2[C:10]([C:11]=1[CH2:12][C:13]([NH2:15])=[O:14])=[C:9]([O:17][CH3:18])[CH:8]=[CH:7][CH:6]=2)[CH3:2]. Procedure details: A solution of 875 mg (2.6 mmol) of 2-ethyl-4-methoxy-alpha-hydroxy-1-(phenylmethyl)-1H-indole-3-acetamide and 0.51 mL (3.23 mmol) of triethylsilane in 10 mL of trifluoroacetic acid was stirred for 16 hours and concentrated at reduced pressure. The residue was taken up in ethyl acetate and water, the ethyl acetate separated, washed with brine and dried (MgSO4). The residue was chromatographed on silica gel and eluted first with 50% ethyl acetate/hexane and then ethyl acetate to give 521 mg (62% y...